The task is: describe an organic reaction: reactants, conditions, products, and yield. This data is from the Open Reaction Database (ORD), a public repository of structured organic reaction records. Reactants: C[O-], CN(C)C=O, ClCc1ccccc1, COc1cc(C=NO)c([N+](=O)[O-])cc1OC, [Na+]. Reaction SMILES: [CH3:17][O-:18].[CH3:28][N:29]([CH3:30])[CH:31]=[O:32].[Cl:20][CH2:21][c:22]1[cH:23][cH:24][cH:25][cH:26][cH:27]1.[N+:1](=[O:2])([O-:3])[c:4]1[cH:5][c:6]([O:15][CH3:16])[c:7]([O:13][CH3:14])[cH:8][c:9]1[CH:10]=[N:11][OH:12].[Na+:19]>>[N+:1](=[O:2])([O-:3])[c:4]1[cH:5][c:6]([O:15][CH3:16])[c:7]([O:13][CH3:14])[cH:8][c:9]1[CH:10]=[N:11][O:12][CH2:21][c:22]1[cH:23][cH:24][cH:25][cH:26][cH:27]1. Product: COc1cc(C=NOCc2ccccc2)c([N+](=O)[O-])cc1OC. Isolated yield 30.8%. Reaction conditions: time 5 minute. Reagents/catalysts: C=1C=CC(=CC1)[P](C=2C=CC=CC2)(C=3C=CC=CC3)[Pd]([P](C=4C=CC=CC4)(C=5C=CC=CC5)C=6C=CC=CC6)([P](C=7C=CC=CC7)(C=8C=CC=CC8)C=9C=CC=CC9)[P](C=1C=CC=CC1)(C=1C=CC=CC1)C=1C=CC=CC1 (tetrakis(triphenylphosphine)palladium(0)). Reported procedure: A microwave vial was charged with a mixture of 3,8-dibromo-6-chloroimidazo[1,2-b]pyridazine (1.0 g, 3.21 mmol), 4-methylpyridin-3-ylboronic acid (0.440 g, 3.21 mmol), tetrakis(triphenylphosphine)palladium(0) (0.371 g, 0.321 mmol), dioxane (16 mL), and K3PO4 (4.82 mL, 9.64 mmol) (2.0 M solution in water) was stirred at room temperature for 5 min. under nitrogen. The resulting mixture was heated to 100° C. for 4 h in a microwave heater. The reaction mixture was cooled to room temperature, quenched... Run in O1CCOCC1 (dioxane). The reactants are BrC1=CN=C2N1N=C(C=C2Br)Cl (3,8-dibromo-6-chloroimidazo[1,2-b]pyridazine), CC1=C(C=NC=C1)B(O)O (4-methylpyridin-3-ylboronic acid), [O-]P(=O)([O-])[O-].[K+].[K+].[K+] (K3PO4). Yields the product BrC1=CN=C2N1N=C(C=C2C=2C=NC=CC2C)Cl (3-Bromo-6-chloro-8-(4-methylpyridin-3-yl)imidazo[1,2-b]pyridazine). Reaction SMILES: [Br:1][C:2]1[N:6]2[N:7]=[C:8]([Cl:12])[CH:9]=[C:10](Br)[C:5]2=[N:4][CH:3]=1.[CH3:13][C:14]1[CH:19]=[CH:18][N:17]=[CH:16][C:15]=1B(O)O.[O-]P([O-])([O-])=O.[K+].[K+].[K+]>C1C=CC([P]([Pd]([P](C2C=CC=CC=2)(C2C=CC=CC=2)C2C=CC=CC=2)([P](C2C=CC=CC=2)(C2C=CC=CC=2)C2C=CC=CC=2)[P](C2C=CC=CC=2)(C2C=CC=CC=2)C2C=CC=CC=2)(C2C=CC=CC=2)C2C=CC=CC=2)=CC=1.O1CCOCC1>[Br:1][C:2]1[N:6]2[N:7]=[C:8]([Cl:12])[CH:9]=[C:10]([C:15]3[CH:16]=[N:17][CH:18]=[CH:19][C:14]=3[CH3:13])[C:5]2=[N:4][CH:3]=1 |f:2.3.4.5,^1:34,36,55,74|. Starting materials: [N+](=O)([O-])C=1C=C2C=CC(=NC2=CC1C(=O)O)C(F)(F)F (6-Nitro-2-trifluoromethyl-quinoline-7-carboxylic acid). The reagents and catalysts are [Ni] (Ni). Solvent: C(C)O (ethanol). Yields the product NC=1C=C2C=CC(=NC2=CC1C(=O)O)C(F)(F)F (6-Amino-2-trifluoromethyl-quinoline-7-carboxylic acid). As a reaction SMILES: [N+:1]([C:4]1[CH:5]=[C:6]2[C:11](=[CH:12][C:13]=1[C:14]([OH:16])=[O:15])[N:10]=[C:9]([C:17]([F:20])([F:19])[F:18])[CH:8]=[CH:7]2)([O-])=O>C(O)C.[Ni]>[NH2:1][C:4]1[CH:5]=[C:6]2[C:11](=[CH:12][C:13]=1[C:14]([OH:16])=[O:15])[N:10]=[C:9]([C:17]([F:20])([F:18])[F:19])[CH:8]=[CH:7]2. Reported procedure: 6-Nitro-2-trifluoromethyl-quinoline-7-carboxylic acid is hydrogenated in ethanol in the presence of Raney-Ni analogously to the procedure described for example H-18, step g). This gives the title product as yellow crystals. LC/MS: 257 (M+1)+.